This data is from the Open Reaction Database (ORD), a public repository of structured organic reaction records. The task is: describe an organic reaction: reactants, conditions, products, and yield Starting materials: CO, [Li+], [OH-], O, O, COC(=O)c1ccccc1SCc1cccnc1. Yields the product O=C(O)c1ccccc1SCc1cccnc1. As a reaction SMILES: [CH3:22][OH:23].[Li+:20].[OH-:19].[OH2:21].[OH2:24].[n:1]1[cH:2][c:3]([CH2:7][S:8][c:9]2[c:10]([C:11](=[O:12])[O:13][CH3:14])[cH:15][cH:16][cH:17][cH:18]2)[cH:4][cH:5][cH:6]1>>[n:1]1[cH:2][c:3]([CH2:7][S:8][c:9]2[c:10]([C:11](=[O:12])[OH:13])[cH:15][cH:16][cH:17][cH:18]2)[cH:4][cH:5][cH:6]1. Starting materials: C(C)(=O)N1CCC(CC1)C1=CNC2=CC=C(C=C12)[N+](=O)[O-] (3-(1-acetyl-4-piperidyl)-5-nitroindole), [OH-].[Na+] (sodium hydroxide). The solvent is C(C)O (ethanol). Product: N1CCC(CC1)C1=CNC2=CC=C(C=C12)[N+](=O)[O-] (3-(4-piperidyl)-5-nitroindole). Yield: 77.3%. RXN SMILES: C([N:4]1[CH2:9][CH2:8][CH:7]([C:10]2[C:18]3[C:13](=[CH:14][CH:15]=[C:16]([N+:19]([O-:21])=[O:20])[CH:17]=3)[NH:12][CH:11]=2)[CH2:6][CH2:5]1)(=O)C.[OH-].[Na+]>C(O)C>[NH:4]1[CH2:9][CH2:8][CH:7]([C:10]2[C:18]3[C:13](=[CH:14][CH:15]=[C:16]([N+:19]([O-:21])=[O:20])[CH:17]=3)[NH:12][CH:11]=2)[CH2:6][CH2:5]1 |f:1.2|. Procedure: A mixture of 3-(1-acetyl-4-piperidyl)-5-nitroindole (4 g), 2N aqueous sodium hydroxide solution (100 ml) and ethanol (100 ml) was refluxed for 7 hours. The reaction mixture was cooled and the resulting precipitate was collected by filtration. This solid was recrystallized from ethanol-water to give 3-(4-piperidyl)-5-nitroindole (2.64 g).